Dataset: the Open Reaction Database (ORD), a public repository of structured organic reaction records. Task: describe an organic reaction: reactants, conditions, products, and yield Run at time 2 hour. As a reaction SMILES: [CH:1]([NH2:3])=[S:2].[Br:4][C:5]1[CH:14]=[C:13]2[C:8]([C:9]([C:16](=O)[CH2:17]Br)=[CH:10][C:11](=[O:15])[O:12]2)=[CH:7][CH:6]=1.C(OCC)(=O)C>C1COCC1>[Br:4][C:5]1[CH:14]=[C:13]2[C:8]([C:9]([C:16]3[N:3]=[CH:1][S:2][CH:17]=3)=[CH:10][C:11](=[O:15])[O:12]2)=[CH:7][CH:6]=1. Run in C1CCOC1 (THF). The product is BrC1=CC=C2C(=CC(OC2=C1)=O)C=1N=CSC1 (7-Bromo-4-(thiazol-4-yl)coumarin). Reported procedure: Freshly prepared thioformamide (Helv. Chim. Acta, 31, 2065, 1948) (160 mg) was added to a solution of (α-bromoketone from Step 2 (200 mg) in THF (5 mL) and the reaction mixture was stirred at r.t. for 2 h. Ethyl acetate was then added and the organic phase was washed with saturated aqueous NH4Cl, H2O and brine, dried (MgSO4) and evaporated. Flash chromatography of the residue (silica gel; hexane/EtOAc (65:35) afforded the title compound as a white solid. Starting materials: C(=S)N (thioformamide), BrC1=CC=C2C(=CC(OC2=C1)=O)C(CBr)=O (7-Bromo-4-(2-bromoacetyl)coumarin), C(C)(=O)OCC (Ethyl acetate). Reactants: NC(=CC(=O)OCC)C(F)(F)F (ethyl 3-amino-4,4,4-trifluoro-2-butenoate), O (water), [H-].[Na+] (sodium hydride), ClC1=C(C=C(C=C1Cl)Cl)CN=C=O (2,3,5-trichlorophenylmethyl isocyanate), material. The solvent is CN(C=O)C (N,N-dimethylformamide), CN(C=O)C (N,N-dimethylformamide), CN(C=O)C (N,N-dimethylformamide). Run at time 45 minute. Yields the product ClC1=C(C=C(C=C1Cl)Cl)CN1C(NC(=CC1=O)C(F)(F)F)=O (3-(2,3,5-trichlorophenylmethyl)-6-trifluoromethyluracil). Yield: 53.4%. RXN SMILES: [H-].[Na+].[NH2:3][C:4]([C:11]([F:14])([F:13])[F:12])=[CH:5][C:6]([O:8]CC)=O.[Cl:15][C:16]1[C:21]([Cl:22])=[CH:20][C:19]([Cl:23])=[CH:18][C:17]=1[CH2:24][N:25]=[C:26]=[O:27].O>CN(C)C=O>[Cl:15][C:16]1[C:21]([Cl:22])=[CH:20][C:19]([Cl:23])=[CH:18][C:17]=1[CH2:24][N:25]1[C:6](=[O:8])[CH:5]=[C:4]([C:11]([F:12])([F:13])[F:14])[NH:3][C:26]1=[O:27] |f:0.1|. Procedure details: Under a nitrogen atmosphere, a stirred suspension of 0.62 gram (0.01 5 mole) of 60% sodium hydride (in mineral oil) in 30 mL of N,N-dimethylformamide was cooled to below 7° C., and a solution of 2.8 grams (0.015 mole) of ethyl 3-amino-4,4,4-trifluoro-2-butenoate in 15 mL of N,N-dimethylformamide was added dropwise at a rate to maintain the reaction mixture below 7° C. Upon completion of addition, the reaction mixture was stirred for about 45 minutes, during which time the reaction mixture temper... Starting materials: [Li]CCCC, C1CCOC1, CI, OCc1cccc2c1Cc1ccccc1-2. Product: COCc1cccc2c1Cc1ccccc1-2. Reaction SMILES: [CH2:16]([Li:17])[CH2:18][CH2:19][CH3:20].[CH2:23]1[O:24][CH2:25][CH2:26][CH2:27]1.[I:21][CH3:22].[c:1]1([CH2:14][OH:15])[cH:2][cH:3][cH:4][c:5]2[c:13]1[CH2:12][c:11]1[c:6]-2[cH:7][cH:8][cH:9][cH:10]1>>[c:1]1([CH2:14][O:15][CH3:16])[cH:2][cH:3][cH:4][c:5]2[c:13]1[CH2:12][c:11]1[c:6]-2[cH:7][cH:8][cH:9][cH:10]1.